From a dataset of the Open Reaction Database (ORD), a public repository of structured organic reaction records. describe an organic reaction: reactants, conditions, products, and yield The solvent is N1=CC=CC=C1 (pyridine). The reactants are NC=1C=C(C=CC1)O (3-aminophenol), CS(=O)(=O)Cl (methanesulfonyl chloride). Conditions: temperature 10 celsius, time 18 hour. Yields the product OC=1C=C(C=CC1)NS(=O)(=O)C (N-(3-hydroxyphenyl)methanesulfonamide). Isolated yield 96.2%. Procedure details: 2 g (18.33 mmol) of 3-aminophenol were dissolved in 6 ml of pyridine with magnetic stirring, the mixture was cooled to 10° C. and then 1.8 ml (23.26 mmol) of methanesulfonyl chloride were added. The cold bath was withdrawn and the mixture was stirred at r.t. for 18 h before being diluted with 100 ml of a saturated NaCl aqueous solution. The aqueous phase was extracted with 100 ml of ethyl acetate. The organic phase was washed with 50 ml of a saturated NaHCO3 aqueous solution, extracted with 50 m... RXN SMILES: [NH2:1][C:2]1[CH:3]=[C:4]([OH:8])[CH:5]=[CH:6][CH:7]=1.[CH3:9][S:10](Cl)(=[O:12])=[O:11]>N1C=CC=CC=1>[OH:8][C:4]1[CH:3]=[C:2]([NH:1][S:10]([CH3:9])(=[O:12])=[O:11])[CH:7]=[CH:6][CH:5]=1.